describe an organic reaction: reactants, conditions, products, and yield From a dataset of the Open Reaction Database (ORD), a public repository of structured organic reaction records. The reactants are C1(OCCO1)=O (ethylene carbonate), C(CCCO)O (1,4-butanediol). Reagents/catalysts: O.O.O.[O-][Sn](=O)[O-].[Na+].[Na+] (sodium stannate trihydrate). Run at temperature 150 celsius, time 7 hour. Yields the product C1(OCCO1)=O (ethylene carbonate), poly(alkylene carbonate) polyol, C(=O)=O (carbon dioxide). The yield is 19.3%. Reaction SMILES: [C:1]1(=[O:6])[O:5][CH2:4][CH2:3][O:2]1.C(O)CCCO>O.O.O.[O-][Sn]([O-])=O.[Na+].[Na+]>[C:1]1(=[O:6])[O:5][CH2:4][CH2:3][O:2]1.[C:1](=[O:5])=[O:2] |f:2.3.4.5.6.7|. Procedure: A 10:1 mole ratio of ethylene carbonate to 1,4-butanediol is heated with stirring under a nitrogen atmosphere for 7 hours at 150° C. using 0.5 percent sodium stannate trihydrate as catalyst to give 93 percent ethylene carbonate conversion to a poly(alkylene carbonate) polyol with 19.3 percent carbon dioxide. The catalyst is removed as in Example 1. The reactants are ClC1=C(NC(=C1Cl)C)C(=O)NC1CCN(CC1)N1C=C(C=C1)C=O (3,4-Dichloro-N-[1-(3-formyl-1H-pyrrol-1-yl)piperidin-4-yl]-5-methyl-1H-pyrrole-2-carboxamide), [O-][Mn](=O)(=O)=O.[K+] (KMnO4). Run in O (water), O (water), CC(=O)C (acetone). Run at time 8 hour. Yields the product ClC1=C(NC(=C1Cl)C)C(=O)NC1CCN(CC1)N1C=C(C=C1)C(=O)O (1-(4-{[(3,4-Dichloro-5-methyl-1H-pyrrol-2-yl)carbonyl]amino}piperidin-1-yl)-1H-pyrrole-3-carboxylic acid). RXN SMILES: [Cl:1][C:2]1[C:6]([Cl:7])=[C:5]([CH3:8])[NH:4][C:3]=1[C:9]([NH:11][CH:12]1[CH2:17][CH2:16][N:15]([N:18]2[CH:22]=[CH:21][C:20]([CH:23]=[O:24])=[CH:19]2)[CH2:14][CH2:13]1)=[O:10].[O-:25][Mn](=O)(=O)=O.[K+]>CC(C)=O.O>[Cl:1][C:2]1[C:6]([Cl:7])=[C:5]([CH3:8])[NH:4][C:3]=1[C:9]([NH:11][CH:12]1[CH2:13][CH2:14][N:15]([N:18]2[CH:22]=[CH:21][C:20]([C:23]([OH:25])=[O:24])=[CH:19]2)[CH2:16][CH2:17]1)=[O:10] |f:1.2|. Procedure details: Solutions of 3,4-dichloro-N-[1-(3-formyl-1H-pyrrol-1-yl)piperidin-4-yl]-5-methyl-1H-pyrrole-2-carboxamide (Example 259, 90 mg, 0.24 mmol) in 10 ml acetone and KMNO4 (39 mg, 0.24 mmol) in 3 ml water were combined and stirred at ambient temperature overnight. Due to incomplete conversion, solutions of KMnO4 (15 and 20 mg) in 3 ml water were added at 5 hour intervals. The mixture was quenched with aqueous NaHSO3 and partitioned between EtOAc and water. The EtOAc was separated and washed with brine.... Reactants: CC(C)(C)[N+](=O)[O-], CC(=O)O, CCO, O=Cc1ccc(Cl)cc1Cl, [Zn]. Yields the product CC(C)(C)[N+]([O-])=Cc1ccc(Cl)cc1Cl. As a reaction SMILES: [CH3:11][C:12]([CH3:13])([CH3:14])[N+:15](=[O:16])[O-:17].[CH3:18][C:19](=[O:20])[OH:21].[CH3:22][CH2:23][OH:24].[Cl:1][c:2]1[c:3]([CH:4]=[O:5])[cH:6][cH:7][c:8]([Cl:10])[cH:9]1.[Zn:25]>>[Cl:1][c:2]1[c:3]([CH:4]=[N+:15]([C:12]([CH3:11])([CH3:13])[CH3:14])[O-:16])[cH:6][cH:7][c:8]([Cl:10])[cH:9]1. The reactants are ClC1=NC(=C(C2=CC=C(C=C12)OC)[N+](=O)[O-])C1=CC=C(C=C1)OC (1-chloro-7-methoxy-3-(4-methoxyphenyl)-4-nitroisoquinoline), N (ammonia). Run in saturated solution, C(C)O (ethanol). Reaction conditions: temperature 80 celsius, time 4 day. Yields the product NC1=NC(=C(C2=CC=C(C=C12)OC)[N+](=O)[O-])C1=CC=C(C=C1)OC (1-Amino-7-methoxy-3-(4-methoxyphenyl)-4-nitroisoquinoline), 71. The yield is 56.0%. As a reaction SMILES: Cl[C:2]1[C:11]2[C:6](=[CH:7][CH:8]=[C:9]([O:12][CH3:13])[CH:10]=2)[C:5]([N+:14]([O-:16])=[O:15])=[C:4]([C:17]2[CH:22]=[CH:21][C:20]([O:23][CH3:24])=[CH:19][CH:18]=2)[N:3]=1.[NH3:25]>C(O)C>[NH2:25][C:2]1[C:11]2[C:6](=[CH:7][CH:8]=[C:9]([O:12][CH3:13])[CH:10]=2)[C:5]([N+:14]([O-:16])=[O:15])=[C:4]([C:17]2[CH:22]=[CH:21][C:20]([O:23][CH3:24])=[CH:19][CH:18]=2)[N:3]=1. Reported procedure: In a 25-mL Schlenk flask, under argon, 1-chloro-7-methoxy-3-(4-methoxyphenyl)-4-nitroisoquinoline (100 mg, 0.43 mmol) is dissolved in 20 mL of a saturated solution of ammonia in ethanol. After stirring for 4 days at 80° C., the medium is concentrated under vacuum then purified by silica gel column chromatography with dichloromethane-ethanol (95/5) as eluent in order to produce the expected amine compound 71 (79 mg, 56%) in the form of a yellow solid. 1H NMR CDCl3 δ 7.81 (d, 1H), 7.60 (d, 2H), 7.... Starting materials: Cc1ccccc1, CO, CCOC(C)=O, CC(C)[Si](OC1CCC(OS(=O)(=O)C(F)(F)F)=Cc2cccnc21)(C(C)C)C(C)C, [Na+], [Na+], O=C([O-])[O-], OB(O)c1ccccc1, c1ccc(P(c2ccccc2)(c2ccccc2)[Pd](P(c2ccccc2)(c2ccccc2)c2ccccc2)(P(c2ccccc2)(c2ccccc2)c2ccccc2)P(c2ccccc2)(c2ccccc2)c2ccccc2)cc1. The product is CC(C)[Si](OC1CCC(c2ccccc2)=Cc2cccnc21)(C(C)C)C(C)C. As a reaction SMILES: [CH3:46][c:47]1[cH:48][cH:49][cH:50][cH:51][cH:52]1.[CH3:53][OH:54].[CH3:55][CH2:56][O:57][C:58](=[O:59])[CH3:60].[F:16][C:17]([F:18])([F:19])[S:20]([O:21][C:22]1=[CH:23][c:24]2[c:25]([n:26][cH:27][cH:28][cH:29]2)[CH:30]([O:33][Si:34]([CH:35]([CH3:36])[CH3:37])([CH:38]([CH3:39])[CH3:40])[CH:41]([CH3:42])[CH3:43])[CH2:31][CH2:32]1)(=[O:44])=[O:45].[Na+:10].[Na+:11].[O-:12][C:13](=[O:14])[O-:15].[OH:1][B:2]([OH:3])[c:4]1[cH:5][cH:6][cH:7][cH:8][cH:9]1.[cH:61]1[cH:62][cH:63][c:64]([P:65]([Pd:66]([P:67]([c:68]2[cH:69][cH:70][cH:71][cH:72][cH:73]2)([c:74]2[cH:75][cH:76][cH:77][cH:78][cH:79]2)[c:80]2[cH:81][cH:82][cH:83][cH:84][cH:85]2)([P:86]([c:87]2[cH:88][cH:89][cH:90][cH:91][cH:92]2)([c:93]2[cH:94][cH:95][cH:96][cH:97][cH:98]2)[c:99]2[cH:100][cH:101][cH:102][cH:103][cH:104]2)[P:105]([c:106]2[cH:107][cH:108][cH:109][cH:110][cH:111]2)([c:112]2[cH:113][cH:114][cH:115][cH:116][cH:117]2)[c:118]2[cH:119][cH:120][cH:121][cH:122][cH:123]2)([c:124]2[cH:125][cH:126][cH:127][cH:128][cH:129]2)[c:130]2[cH:131][cH:132][cH:133][cH:134][cH:135]2)[cH:136][cH:137]1>>[c:4]1([C:22]2=[CH:23][c:24]3[c:25]([n:26][cH:27][cH:28][cH:29]3)[CH:30]([O:33][Si:34]([CH:35]([CH3:36])[CH3:37])([CH:38]([CH3:39])[CH3:40])[CH:41]([CH3:42])[CH3:43])[CH2:31][CH2:32]2)[cH:5][cH:6][cH:7][cH:8][cH:9]1. The reactants are COC(=O)C=C(OC)c1ccccc1CBr, C1CCOC1, c1ccc(P(c2ccccc2)c2ccccc2)cc1. The product is [Br-], COC(=O)C=C(OC)c1ccccc1C[P+](c1ccccc1)(c1ccccc1)c1ccccc1. RXN SMILES: [Br:1][CH2:2][c:3]1[c:4]([C:5](=[CH:6][C:7](=[O:8])[O:9][CH3:10])[O:11][CH3:12])[cH:13][cH:14][cH:15][cH:16]1.[O:36]1[CH2:37][CH2:38][CH2:39][CH2:40]1.[c:17]1([P:23]([c:24]2[cH:25][cH:26][cH:27][cH:28][cH:29]2)[c:30]2[cH:31][cH:32][cH:33][cH:34][cH:35]2)[cH:18][cH:19][cH:20][cH:21][cH:22]1>>[Br-:1].[CH2:2]([c:3]1[c:4]([C:5](=[CH:6][C:7](=[O:8])[O:9][CH3:10])[O:11][CH3:12])[cH:13][cH:14][cH:15][cH:16]1)[P+:23]([c:17]1[cH:18][cH:19][cH:20][cH:21][cH:22]1)([c:24]1[cH:25][cH:26][cH:27][cH:28][cH:29]1)[c:30]1[cH:31][cH:32][cH:33][cH:34][cH:35]1.